describe an organic reaction: reactants, conditions, products, and yield From a dataset of the Open Reaction Database (ORD), a public repository of structured organic reaction records. Starting materials: C(C=C)(=O)OC (methyl acrylate), C(C(=C)C)(=O)OC (methyl methacrylate). Solvent: C(CCC)O (n-butanol). Run at time 2 hour. The product is C(C=C)(=O)OCCCC (n-butyl acrylate). Isolated yield 97.6%. Reaction SMILES: [C:1]([O:5][CH3:6])(=[O:4])[CH:2]=[CH2:3].[C:7](OC)(=O)[C:8](C)=[CH2:9]>C(O)CCC>[C:1]([O:5][CH2:6][CH2:7][CH2:8][CH3:9])(=[O:4])[CH:2]=[CH2:3]. Procedure details: The reaction was performed for two hours by adding 172.2 g (2.0 moles) of methyl acrylate in the apparatus of Example 1 instead of the methyl methacrylate. The results of the experiment were 98.4% conversion of n-butanol and 97.6% yield of n-butyl acrylate. When this ester was distilled in the same manner as in Example 1, it was recovered in a 96.6% yield. As a reaction SMILES: [C:1](#[N:2])[CH2:3][C:4](=[O:5])[OH:6].[ClH:19].[OH:7][c:8]1[c:9]([Cl:10])[c:11]([Cl:12])[c:13]([Cl:14])[c:15]([Cl:16])[c:17]1[Cl:18]>>[C:1](#[N:2])[CH2:3][C:4]([O:5][c:8]1[c:9]([Cl:10])[c:11]([Cl:12])[c:13]([Cl:14])[c:15]([Cl:16])[c:17]1[Cl:18])=[O:6]. The product is N#CCC(=O)Oc1c(Cl)c(Cl)c(Cl)c(Cl)c1Cl. The reactants are N#CCC(=O)O, Cl, Oc1c(Cl)c(Cl)c(Cl)c(Cl)c1Cl. The reactants are O[C@H](C(=O)N[C@H]1C2=C(C3=C(NC1=O)C=CC=C3)C=CC=C2)C ((S)-2-hydroxy-N—((S)-6-oxo-6,7-dihydro-5H-dibenzo[b,d]azepin-7-yl)-propionamide), N1=CC=CC=C1 (pyridine), ClC(=O)OC1=CC=C(C=C1)[N+](=O)[O-] (4-nitrophenyl chloroformate), C(C)OC(C)=O.C1CCCCC1 (ethylacetate cyclohexane). Solvent: ClCCl (dichloromethane). Yields the product O=C1[C@H](C2=C(C3=C(N1)C=CC=C3)C=CC=C2)NC(=O)[C@H](C)OC(OC2=CC=C(C=C2)[N+](=O)[O-])=O (carbonic acid 4-nitro-phenyl ester (S)-1-((S)-6-oxo-6,7-dihydro-5H-dibenzo[b,d]azepin-7-ylcarbamoyl)-ethyl ester). Yield: 0.1%. As a reaction SMILES: [OH:1][C@@H:2]([CH3:22])[C:3]([NH:5][C@@H:6]1[C:12](=[O:13])[NH:11][C:10]2[CH:14]=[CH:15][CH:16]=[CH:17][C:9]=2[C:8]2[CH:18]=[CH:19][CH:20]=[CH:21][C:7]1=2)=[O:4].N1C=CC=CC=1.Cl[C:30]([O:32][C:33]1[CH:38]=[CH:37][C:36]([N+:39]([O-:41])=[O:40])=[CH:35][CH:34]=1)=[O:31].C(OC(=O)C)C.C1CCCCC1>ClCCl>[O:13]=[C:12]1[NH:11][C:10]2[CH:14]=[CH:15][CH:16]=[CH:17][C:9]=2[C:8]2[CH:18]=[CH:19][CH:20]=[CH:21][C:7]=2[C@@H:6]1[NH:5][C:3]([C@@H:2]([O:1][C:30](=[O:31])[O:32][C:33]1[CH:34]=[CH:35][C:36]([N+:39]([O-:41])=[O:40])=[CH:37][CH:38]=1)[CH3:22])=[O:4] |f:3.4|. Procedure: 0.17 g (0.57 mmol) (S)-2-hydroxy-N—((S)-6-oxo-6,7-dihydro-5H-dibenzo[b,d]azepin-7-yl)-propionamide in 5 ml dichloromethane were stirred with 93 μl (1.15 mmol) pyridine and 0.14 g (0.69 mmol) 4-nitrophenyl chloroformate at room temperature overnight. Chromatography on silicagel with ethylacetate/cyclohexane (0-100/100-0) gave 0.27 mg (75%) carbonic acid 4-nitro-phenyl ester (S)-1-((S)-6-oxo-6,7-dihydro-5H-dibenzo[b,d]azepin-7-ylcarbamoyl)-ethyl ester as white solid; MS: m/e: 462.3 (M+H+). Product: CC(=O)NC(Nc1c(Cl)cccc1Cl)=[SH]CC(C)C. Starting materials: O=C([O-])[O-], CC(C)CBr, CC(C)=O, CC(=O)NC(=S)Nc1c(Cl)cccc1Cl, [K+], [K+]. Reaction SMILES: [C:16](=[O:17])([O-:18])[O-:19].[CH2:22]([CH:23]([CH3:24])[CH3:25])[Br:26].[CH3:27][C:28](=[O:29])[CH3:30].[Cl:1][c:2]1[c:3]([NH:9][C:10](=[S:11])[NH:12][C:13]([CH3:14])=[O:15])[c:4]([Cl:8])[cH:5][cH:6][cH:7]1.[K+:20].[K+:21]>>[Cl:1][c:2]1[c:3]([NH:9][C:10](=[SH:11][CH2:22][CH:23]([CH3:24])[CH3:25])[NH:12][C:13]([CH3:14])=[O:15])[c:4]([Cl:8])[cH:5][cH:6][cH:7]1. Reactants: CCOC(=O)Cc1ccc2c(c1)CC(CNS(=O)(=O)c1ccc(Cl)cc1)C2, Cl, [Na+], [OH-]. Product: O=C(O)Cc1ccc2c(c1)CC(CNS(=O)(=O)c1ccc(Cl)cc1)C2. RXN SMILES: [Cl:1][c:2]1[cH:3][cH:4][c:5]([S:8](=[O:9])(=[O:10])[NH:11][CH2:12][CH:13]2[CH2:14][c:15]3[cH:16][cH:17][c:18]([CH2:22][C:23](=[O:24])[O:25][CH2:26][CH3:27])[cH:19][c:20]3[CH2:21]2)[cH:6][cH:7]1.[ClH:28].[Na+:30].[OH-:29]>>[Cl:1][c:2]1[cH:3][cH:4][c:5]([S:8](=[O:9])(=[O:10])[NH:11][CH2:12][CH:13]2[CH2:14][c:15]3[cH:16][cH:17][c:18]([CH2:22][C:23](=[O:24])[OH:25])[cH:19][c:20]3[CH2:21]2)[cH:6][cH:7]1. Starting materials: C(C(=C)C)(=O)OCC(C(C(C(F)(F)F)(O)O)(F)F)(O)C (2-methyl-3,3,5,5,5-pentafluoro-2,4,4-trihydroxypentyl methacrylate), Cl (hydrochloric acid). Solvent: C(Cl)Cl (methylene chloride). Conditions: time 24 hour. The product is C(C(=C)C)(=O)OCC(C(C(C(F)(F)F)O)(F)F)(C)O (2,4-dihydroxy-2-methyl-3,3,5,5,5-pentafluoro-pentyl methacrylate). Yield: 91.1%. As a reaction SMILES: [C:1]([O:6][CH2:7][C:8]([CH3:20])([OH:19])[C:9]([F:18])([F:17])[C:10](O)([OH:15])[C:11]([F:14])([F:13])[F:12])(=[O:5])[C:2]([CH3:4])=[CH2:3].Cl>C(Cl)Cl>[C:1]([O:6][CH2:7][C:8]([OH:19])([CH3:20])[C:9]([F:17])([F:18])[CH:10]([OH:15])[C:11]([F:14])([F:13])[F:12])(=[O:5])[C:2]([CH3:4])=[CH2:3]. Reported procedure: To a mixture of 30.8 g of 2-methyl-3,3,5,5,5-pentafluoro-2,4,4-trihydroxypentyl methacrylate obtained in Example 1 and 300 g of methylene chloride was added 8.7 g of borane-t-butylamine complex, followed by 24 hours of stirring. Dilute hydrochloric acid was added to stop the reaction. Through conventional aqueous work-up and purification by silica gel column chromatography, 26.6 g of the target compound was obtained (yield 91%). The reactants are CCCC[N+](CCCC)(CCCC)CCCC, ClCCl, Ic1c[nH]c2ncc(-c3ccccc3Oc3ccccc3)cc12, [Na+], [OH-], O=S(=O)([O-])O, O=S(=O)(Cl)c1ccccc1. Product: O=S(=O)(c1ccccc1)n1cc(I)c2cc(-c3ccccc3Oc3ccccc3)cnc21. Reaction SMILES: [CH2:44]([N+:45]([CH2:46][CH2:47][CH2:48][CH3:49])([CH2:50][CH2:51][CH2:52][CH3:53])[CH2:54][CH2:55][CH2:56][CH3:57])[CH2:58][CH2:59][CH3:60].[Cl:36][CH2:37][Cl:38].[I:1][c:2]1[cH:3][nH:4][c:5]2[n:6][cH:7][c:8](-[c:11]3[c:12]([O:17][c:18]4[cH:19][cH:20][cH:21][cH:22][cH:23]4)[cH:13][cH:14][cH:15][cH:16]3)[cH:9][c:10]12.[Na+:35].[OH-:34].[S:39]([O-:40])([OH:41])(=[O:42])=[O:43].[c:24]1([S:30](=[O:31])(=[O:32])[Cl:33])[cH:25][cH:26][cH:27][cH:28][cH:29]1>>[I:1][c:2]1[cH:3][n:4]([S:30]([c:24]2[cH:25][cH:26][cH:27][cH:28][cH:29]2)(=[O:31])=[O:32])[c:5]2[n:6][cH:7][c:8](-[c:11]3[c:12]([O:17][c:18]4[cH:19][cH:20][cH:21][cH:22][cH:23]4)[cH:13][cH:14][cH:15][cH:16]3)[cH:9][c:10]12. Starting materials: C(C)OC(CN1CC(CCC1)NC(=O)C=1SC(=CC1)Cl)=O ({3-[(5-chloro-thiophene-2-carbonyl)-amino]-piperidin-1-yl}-acetic acid ethyl ester), [OH-].[Na+] (NaOH), C1(=CC=CC=C1)C (toluene), Cl (HCl). Run in C(C)O (ethanol). Run at time 5 hour. Product: ClC1=CC=C(S1)C(=O)NC1CN(CCC1)CC(=O)O ({3-[(5-chloro-thiophene-2-carbonyl)-amino]-piperidin-1-yl}-acetic acid). As a reaction SMILES: C([O:3][C:4](=[O:21])[CH2:5][N:6]1[CH2:11][CH2:10][CH2:9][CH:8]([NH:12][C:13]([C:15]2[S:16][C:17]([Cl:20])=[CH:18][CH:19]=2)=[O:14])[CH2:7]1)C.[OH-].[Na+].Cl.C1(C)C=CC=CC=1>C(O)C>[Cl:20][C:17]1[S:16][C:15]([C:13]([NH:12][CH:8]2[CH2:9][CH2:10][CH2:11][N:6]([CH2:5][C:4]([OH:21])=[O:3])[CH2:7]2)=[O:14])=[CH:19][CH:18]=1 |f:1.2|. Reported procedure: 9.2 To a stirred solution of {3-[(5-chloro-thiophene-2-carbonyl)-amino]-piperidin-1-yl}-acetic acid ethyl ester at r.t. in 5 ml ethanol were added 5 ml 1 N NaOH. The slurry slowly turned to a clear solution. Stirring at r.t. was then continued for 5 h. The mixture was neutralized by adding 5 ml of 1 N HCl (pH ˜7). The light orange solution was concentrated to leave an off-white solid. This residue was coevaporated several times with toluene to remove the remaining H2O, and dried overnight (r.t.,...